Dataset: the Open Reaction Database (ORD), a public repository of structured organic reaction records. Task: describe an organic reaction: reactants, conditions, products, and yield Reactants: CC(=O)O[BH-](OC(C)=O)OC(C)=O, COc1ccc2c(c1)CC(NC1CCN(Cc3ccccc3)CC1)CC2, CCC=O, CC(Cl)Cl, [Na+]. The product is CCCN(C1CCN(Cc2ccccc2)CC1)C1CCc2ccc(OC)cc2C1. Reaction SMILES: [C:31]([O:32][BH-:33]([O:34][C:35](=[O:36])[CH3:37])[O:38][C:39](=[O:40])[CH3:41])(=[O:42])[CH3:43].[CH2:1]([c:2]1[cH:3][cH:4][cH:5][cH:6][cH:7]1)[N:8]1[CH2:9][CH2:10][CH:11]([NH:14][CH:15]2[CH2:16][c:17]3[cH:18][c:19]([O:25][CH3:26])[cH:20][cH:21][c:22]3[CH2:23][CH2:24]2)[CH2:12][CH2:13]1.[CH:27]([CH2:28][CH3:29])=[O:30].[Cl:45][CH:46]([Cl:47])[CH3:48].[Na+:44]>>[CH2:1]([c:2]1[cH:3][cH:4][cH:5][cH:6][cH:7]1)[N:8]1[CH2:9][CH2:10][CH:11]([N:14]([CH:15]2[CH2:16][c:17]3[cH:18][c:19]([O:25][CH3:26])[cH:20][cH:21][c:22]3[CH2:23][CH2:24]2)[CH2:27][CH2:28][CH3:29])[CH2:12][CH2:13]1. Reaction SMILES: [CH2:26]1[O:27][CH2:28][CH2:29][CH2:30]1.[CH3:31][CH2:32][O:33][C:34]([CH3:35])=[O:36].[Cl:1][c:2]1[cH:3][c:4]([CH3:13])[c:5]2[cH:6][n:7][nH:8][c:9]2[c:10]1[O:11][CH3:12].[H-:14].[Na+:15].[c:16]1([S:22](=[O:23])(=[O:24])[Cl:25])[cH:17][cH:18][cH:19][cH:20][cH:21]1>>[Cl:1][c:2]1[cH:3][c:4]([CH3:13])[c:5]2[cH:6][n:7][n:8]([S:22]([c:16]3[cH:17][cH:18][cH:19][cH:20][cH:21]3)(=[O:23])=[O:24])[c:9]2[c:10]1[O:11][CH3:12]. Starting materials: C1CCOC1, CCOC(C)=O, COc1c(Cl)cc(C)c2cn[nH]c12, [H-], [Na+], O=S(=O)(Cl)c1ccccc1. Product: COc1c(Cl)cc(C)c2cnn(S(=O)(=O)c3ccccc3)c12. Reactants: OC=1C=C(C=O)C=CC1 (3-Hydroxybenzaldehyde), C([O-])([O-])=O.[K+].[K+] (potassium carbonate), C1(CC1)CCl (Cyclopropyl methyl chloride). Run in CN(C=O)C (N,N-dimethylformamide). Conditions: time 19 hour. Yields the product C1(CC1)COC=1C=C(C=O)C=CC1 (3-Cyclopropylmethoxy-benzaldehyde). Isolated yield 99.7%. As a reaction SMILES: [OH:1][C:2]1[CH:3]=[C:4]([CH:7]=[CH:8][CH:9]=1)[CH:5]=[O:6].C(=O)([O-])[O-].[K+].[K+].[CH:16]1([CH2:19]Cl)[CH2:18][CH2:17]1>CN(C)C=O>[CH:16]1([CH2:19][O:1][C:2]2[CH:3]=[C:4]([CH:7]=[CH:8][CH:9]=2)[CH:5]=[O:6])[CH2:18][CH2:17]1 |f:1.2.3|. Reported procedure: 3-Hydroxybenzaldehyde (3 g, 24.6 mmol) and potassium carbonate (10.2 g, 73.8 mmol) were suspended in N,N-dimethylformamide (60 mL). Cyclopropyl methyl chloride (2.86 mL, 29.5 mmol) was added to this suspension, and stirred for 19 hours at room temperature. This mixture was partitioned into ethyl acetate and water. The organic layer was separated, washed with water, dried over anhydrous magnesium sulfate, and filtered. The filtrate was concentrated under a reduced pressure to obtain the title com... Reactants: ClC=1C=CC(=C(C1)C1=NN(C=C1NC(=O)C=1C=NN2C1N=CC=C2)CC(N2CCNCC2)=O)OC(F)F (N-[3-[5-chloro-2-(difluoromethoxy)phenyl]-1-[2-oxo-2-(piperazin-1-yl)ethyl]-1H-pyrazol-4-yl]pyrazolo[1,5-a]pyrimidine-3-carboxamide), CCN(C(C)C)C(C)C (DIEA), BrCC1=CC(OC1)=O (4-(bromomethyl)-2,5-dihydrofuran-2-one). Solvent: CN(C)C=O (DMF). Conditions: time 4 hour. Product: ClC=1C=CC(=C(C1)C1=NN(C=C1NC(=O)C=1C=NN2C1N=CC=C2)CC(N2CCN(CC2)CC=2COC(C2)=O)=O)OC(F)F (N-[3-[5-chloro-2-(difluoromethoxy)phenyl]-1-(2-oxo-2-[4-[(5-oxo-2,5-dihydrofuran-3-yl)methyl]piperazin-1-yl]ethyl)-1H-pyrazol-4-yl]pyrazolo[1,5-a]pyrimidine-3-carboxamide). Reaction SMILES: [Cl:1][C:2]1[CH:3]=[CH:4][C:5]([O:34][CH:35]([F:37])[F:36])=[C:6]([C:8]2[C:12]([NH:13][C:14]([C:16]3[CH:17]=[N:18][N:19]4[CH:24]=[CH:23][CH:22]=[N:21][C:20]=34)=[O:15])=[CH:11][N:10]([CH2:25][C:26](=[O:33])[N:27]3[CH2:32][CH2:31][NH:30][CH2:29][CH2:28]3)[N:9]=2)[CH:7]=1.CCN(C(C)C)C(C)C.Br[CH2:48][C:49]1[CH2:53][O:52][C:51](=[O:54])[CH:50]=1>CN(C=O)C>[Cl:1][C:2]1[CH:3]=[CH:4][C:5]([O:34][CH:35]([F:37])[F:36])=[C:6]([C:8]2[C:12]([NH:13][C:14]([C:16]3[CH:17]=[N:18][N:19]4[CH:24]=[CH:23][CH:22]=[N:21][C:20]=34)=[O:15])=[CH:11][N:10]([CH2:25][C:26](=[O:33])[N:27]3[CH2:28][CH2:29][N:30]([CH2:48][C:49]4[CH2:53][O:52][C:51](=[O:54])[CH:50]=4)[CH2:31][CH2:32]3)[N:9]=2)[CH:7]=1. Procedure: To a solution of N-[3-[5-chloro-2-(difluoromethoxy)phenyl]-1-[2-oxo-2-(piperazin-1-yl)ethyl]-1H-pyrazol-4-yl]pyrazolo[1,5-a]pyrimidine-3-carboxamide (100 mg, 0.19 mmol) in DMF (3 mL) was added DIEA (48.8 mg, 0.38 mmol), 4-(bromomethyl)-2,5-dihydrofuran-2-one (66.4 mg, 0.38 mmol). The resulting solution was stirred at room temperature for 4 h and concentrated under vacuum. The crude product was purified by Prep-HPLC with the following conditions (Prep-HPLC-005): Column, XBridge Prep C18 OBD Colum... Starting materials: CC=1C=CC(=CC1NC=2N=CC=C(N2)C=3C=CC=NC3)C(=O)NC=4C=C(C=C(C4)N5C=C(N=C5)C)C(F)(F)F (Nilotinib), C(C)(=O)O (acetic acid). Run at temperature 5 celsius, time 8 hour. Product: CC=1C=CC(=CC1NC=2N=CC=C(N2)C=3C=CC=NC3)C(=O)NC=4C=C(C=C(C4)N5C=C(N=C5)C)C(F)(F)F.C(C)(=O)[O-] (Nilotinib acetate). RXN SMILES: [CH3:1][C:2]1[CH:3]=[CH:4][C:5]([C:21]([NH:23][C:24]2[CH:25]=[C:26]([C:36]([F:39])([F:38])[F:37])[CH:27]=[C:28]([N:30]3[CH:34]=[N:33][C:32]([CH3:35])=[CH:31]3)[CH:29]=2)=[O:22])=[CH:6][C:7]=1[NH:8][C:9]1[N:10]=[CH:11][CH:12]=[C:13]([C:15]2[CH:16]=[CH:17][CH:18]=[N:19][CH:20]=2)[N:14]=1.[C:40]([OH:43])(=[O:42])[CH3:41]>>[CH3:1][C:2]1[CH:3]=[CH:4][C:5]([C:21]([NH:23][C:24]2[CH:25]=[C:26]([C:36]([F:38])([F:39])[F:37])[CH:27]=[C:28]([N:30]3[CH:34]=[N:33][C:32]([CH3:35])=[CH:31]3)[CH:29]=2)=[O:22])=[CH:6][C:7]=1[NH:8][C:9]1[N:10]=[CH:11][CH:12]=[C:13]([C:15]2[CH:16]=[CH:17][CH:18]=[N:19][CH:20]=2)[N:14]=1.[C:40]([O-:43])(=[O:42])[CH3:41] |f:2.3|. Procedure details: Nilotinib base (0.300 g, 0.57 mmol) was dissolved in TFE (2 mL) at 40° C. to obtain a mixture. The mixture was stirred and added to a solution of acetic acid (0.034 g, 0.57 mmol) in TFE (1 mL) at 40° C. The resulting solution was stirred for about 4 h and subsequently cooled to 5° C. The mixture was kept at 5° C. overnight and then a sample (1 mL) was taken from the mixture and evaporated to dryness under reduced pressure at 40° C. to give Nilotinib acetate form I. Reactants: CC1=C2C=3CCCCC3C(C2=C(C(=C1)C)OC)CC(OCC)OCC (5,7-dimethyl-8-methoxy-9-(2,2-diethoxyethyl)-1,2,3,4-tetrahydro-9H-fluorene). Solvent: O1CCCC1 (tetrahydrofuran), Cl (hydrochloric acid), O1CCCC1 (tetrahydrofuran). Reaction conditions: time 3 hour. Product: CC1=C2C=3CCCCC3C(C2=C(C(=C1)C)OC)CC=O (5,7-dimethyl-8-methoxy-9-formylmethyl-1,2,3,4-tetrahydro-9H-fluorene). Isolated yield 105.4%. As a reaction SMILES: [CH3:1][C:2]1[CH:14]=[C:13]([CH3:15])[C:12]([O:16][CH3:17])=[C:11]2[C:3]=1[C:4]1[CH2:5][CH2:6][CH2:7][CH2:8][C:9]=1[CH:10]2[CH2:18][CH:19](OCC)[O:20]CC>O1CCCC1.Cl>[CH3:1][C:2]1[CH:14]=[C:13]([CH3:15])[C:12]([O:16][CH3:17])=[C:11]2[C:3]=1[C:4]1[CH2:5][CH2:6][CH2:7][CH2:8][C:9]=1[CH:10]2[CH2:18][CH:19]=[O:20]. Procedure details: A tetrahydrofuran solution containing 1.45 g of 5,7-dimethyl-8-methoxy-9-(2,2-diethoxyethyl)-1,2,3,4-tetrahydro-9H-fluorene in 10 ml of tetrahydrofuran and 10 ml of 15% hydrochloric acid were stirred at room temperature for 3 hours. The reaction mixture was extracted with dichloromethane and the extract was washed with saturated aqueous sodium chloride solution and saturated sodium bicarbonate solution and then dried with magnesium sulfate. The solvent was distilled off to obtain 1.20 g of 5,7-d...